From a dataset of the Open Reaction Database (ORD), a public repository of structured organic reaction records. describe an organic reaction: reactants, conditions, products, and yield Reactants: ClC1=NC=CC=C1[N+](=O)[O-] (2-chloro-3-nitropyridine), C(C1=CC=CC=C1)N (benzylamine), C([O-])([O-])=O.[Na+].[Na+] (sodium carbonate), O (water). The solvent is C1(=CC=CC=C1)C (toluene). Reaction conditions: time 30 minute. Yields the product C(C1=CC=CC=C1)NC1=NC=CC=C1[N+](=O)[O-] (2-benzylamino-3-nitropyridine). Reaction SMILES: Cl[C:2]1[C:7]([N+:8]([O-:10])=[O:9])=[CH:6][CH:5]=[CH:4][N:3]=1.[CH2:11]([NH2:18])[C:12]1[CH:17]=[CH:16][CH:15]=[CH:14][CH:13]=1.C(=O)([O-])[O-].[Na+].[Na+].O>C1(C)C=CC=CC=1>[CH2:11]([NH:18][C:2]1[C:7]([N+:8]([O-:10])=[O:9])=[CH:6][CH:5]=[CH:4][N:3]=1)[C:12]1[CH:17]=[CH:16][CH:15]=[CH:14][CH:13]=1 |f:2.3.4|. Procedure details: Grams 47.4 of 2-chloro-3-nitropyridine are refluxed for 2 hours in 600 ml toluene with 33 ml benzylamine and 31.8 g sodium carbonate. The reaction mixture is cooled to room temperature and 200 ml water are added thereto. The phases are separated, the organic phase evaporated to small volume, diluted with 400 ml isopropyl ether and kept under stirring for 30 minutes while cooling with water. It is filtered, washed with isopropyl ether, evaporated to dryness to give 46 g 2-benzylamino-3-nitropyrid...